This data is from the Open Reaction Database (ORD), a public repository of structured organic reaction records. The task is: describe an organic reaction: reactants, conditions, products, and yield The reactants are Cl.ClC=CCON (3-Chloroallyloxyamine hydrochloride), C(C)(=O)[O-].[Na+] (sodium acetate), OC1=C(C(CC(C1)C1=C(C(=C(C=C1C)C)C(\C=C\C)=O)C)=O)C(CC)=O (3-hydroxy-5-(3-crotonyl-2,4,6-trimethylphenyl)-2-propionylcyclohex-2-en-1-one). The solvent is C(C)O (ethanol). Run at time 16 hour. Product: ClC=CCON=C(CC)C=1C(CC(CC1O)C1=C(C(=C(C=C1C)C)C(\C=C\C)=O)C)=O (2-[1-(3-chloroallyloxyimino)propyl]-3-hydroxy-5-(3-crotonyl-2,4,6-trimethylphenyl)cyclohex-2-en-1-one). Isolated yield 79.8%. Reaction SMILES: Cl.[Cl:2][CH:3]=[CH:4][CH2:5][O:6][NH2:7].C([O-])(=O)C.[Na+].[OH:13][C:14]1[CH2:19][CH:18]([C:20]2[C:25]([CH3:26])=[CH:24][C:23]([CH3:27])=[C:22]([C:28](=[O:32])/[CH:29]=[CH:30]/[CH3:31])[C:21]=2[CH3:33])[CH2:17][C:16](=[O:34])[C:15]=1[C:35](=O)[CH2:36][CH3:37]>C(O)C>[Cl:2][CH:3]=[CH:4][CH2:5][O:6][N:7]=[C:35]([C:15]1[C:14](=[O:13])[CH2:19][CH:18]([C:20]2[C:25]([CH3:26])=[CH:24][C:23]([CH3:27])=[C:22]([C:28](=[O:32])/[CH:29]=[CH:30]/[CH3:31])[C:21]=2[CH3:33])[CH2:17][C:16]=1[OH:34])[CH2:36][CH3:37] |f:0.1,2.3|. Procedure details: 3-Chloroallyloxyamine hydrochloride (0.3 g) and then anhydrous sodium acetate (0.2 g) were added to a solution of 3-hydroxy-5-(3-crotonyl-2,4,6-trimethylphenyl)-2-propionylcyclohex-2-en-1-one (0.7 g) in anhydrous ethanol (80 ml). The mixture was stirred briefly then allowed to stand at room temperature for 16 hours. The ethanol was removed by evaporation under reduced pressure using a rotary evaporator. The residue was treated with chloroform and the organic phase was washed twice with water (50... Reactants: O[C@H](CC(=O)OC)CCOCC1=CC=CC=C1 (methyl 3-(S)-hydroxy-5-benzyloxypentanoate), [BH4-].[Li+] (lithium borohydride). The solvent is O (water), C1CCOC1 (THF). Run at time 30 minute. The product is C(C1=CC=CC=C1)OCCC(CCO)O (5-Benzyloxy-1,3-pentanediol). RXN SMILES: [OH:1][C@@H:2]([CH2:8][CH2:9][O:10][CH2:11][C:12]1[CH:17]=[CH:16][CH:15]=[CH:14][CH:13]=1)[CH2:3][C:4](OC)=[O:5].[BH4-].[Li+]>C1COCC1.O>[CH2:11]([O:10][CH2:9][CH2:8][CH:2]([OH:1])[CH2:3][CH2:4][OH:5])[C:12]1[CH:17]=[CH:16][CH:15]=[CH:14][CH:13]=1 |f:1.2|. Procedure details: To a solution of methyl 3-(S)-hydroxy-5-benzyloxypentanoate (38, Kitamura, M.; Ohkuma, T.; Inoue, S.; Sayo, N.; Kumobayashi, H.; Akutagawa, S.; Ohta, T.; Takaya, H.; Noyori, R., J. Am. Chem. Soc. 1988, 110 629-631) (183 mmol) in anhydrous THF (1 l) is added lithium borohydride (7.7 g, excess) at 0° C. over 15 min. The reaction mixture is stirred at RT for 30 minutes, and then refluxed for 6 hours. The mixture is then cooled to 0° C., diluted with water (60 ml), and stirred overnight at RT. A whi... Starting materials: CO, COC(=O)c1ccc(C(=O)N2CCCC2)cc1, [Na+], C1CCOC1, [OH-], O. The product is O=C(O)c1ccc(C(=O)N2CCCC2)cc1. Reaction SMILES: [CH3:21][OH:22].[N:1]1([C:6](=[O:7])[c:8]2[cH:9][cH:10][c:11]([C:12](=[O:13])[O:14][CH3:15])[cH:16][cH:17]2)[CH2:2][CH2:3][CH2:4][CH2:5]1.[Na+:19].[O:23]1[CH2:24][CH2:25][CH2:26][CH2:27]1.[OH-:18].[OH2:20]>>[N:1]1([C:6](=[O:7])[c:8]2[cH:9][cH:10][c:11]([C:12](=[O:13])[OH:14])[cH:16][cH:17]2)[CH2:2][CH2:3][CH2:4][CH2:5]1. The reactants are CCc1ccc2occ(C#N)c(=O)c2c1, ClC(Cl)(Cl)Cl, O=C1CCC(=O)N1Br. The product is CC(Br)c1ccc2occ(C#N)c(=O)c2c1. RXN SMILES: [CH2:1]([CH3:2])[c:3]1[cH:4][cH:5][c:6]2[c:7]([c:8](=[O:14])[c:9]([C:12]#[N:13])[cH:10][o:11]2)[cH:15]1.[Cl:24][C:25]([Cl:26])([Cl:27])[Cl:28].[O:16]=[C:17]1[N:18]([Br:23])[C:19](=[O:20])[CH2:21][CH2:22]1>>[CH:1]([CH3:2])([c:3]1[cH:4][cH:5][c:6]2[c:7]([c:8](=[O:14])[c:9]([C:12]#[N:13])[cH:10][o:11]2)[cH:15]1)[Br:23]. Reactants: COC1=C(C=CC=C1)NC(=O)NC1=C(C=CC=C1)OC (N,N'-di-(2-methoxyphenyl)-urea), O (water), [OH-].[Na+] (sodium hydroxide), Cl[O-].[Na+] (sodiumhypochlorite). Reagents/catalysts: [Br-].C(CCC)[N+](CCCC)(CCCC)CCCC (tetra-n-butyl-ammoniumbromide). Solvent: C(Cl)Cl.CO (methylene chloride methanol). Yields the product COC1=C(C=CC=C1)N1C(NC2=C1C=CC=C2OC)=O (1,3-dihydro-1-(2-methoxyphenyl)-4-methoxy-2H-benzimidazol-2-one). Reaction SMILES: [CH3:1][O:2][C:3]1[CH:8]=[CH:7][CH:6]=[CH:5][C:4]=1[NH:9][C:10]([NH:12][C:13]1[CH:18]=[CH:17][CH:16]=[CH:15][C:14]=1[O:19][CH3:20])=[O:11].[OH-].[Na+].Cl[O-].[Na+].O>[Br-].C([N+](CCCC)(CCCC)CCCC)CCC.C(Cl)Cl.CO>[CH3:20][O:19][C:14]1[CH:15]=[CH:16][CH:17]=[CH:18][C:13]=1[N:12]1[C:5]2[CH:6]=[CH:7][CH:8]=[C:3]([O:2][CH3:1])[C:4]=2[NH:9][C:10]1=[O:11] |f:1.2,3.4,6.7,8.9|. Reported procedure: A mixture of N,N'-di-(2-methoxyphenyl)-urea (6.81 g, 25 mmol) and tetra-n-butyl-ammoniumbromide (0.4 g, 1.3 mmol) in methylene chloride/methanol (1:1 , 200 ml) was at room temperature under vigorous stirring added a solution of sodium hydroxide (2 g in 10 ml water) followed by a solution of sodiumhypochlorite(55 ml, Aldrich). The mixture was stirred for 4 hours and 30 ml water was added The organic phase was washed with 10 ml 1M hydrogen chloride sol., dried and concentrated in vacuo. Upon tritu... Starting materials: [OH-].[Na+] (sodium hydroxide), O (Water), CC1=NOC(=C1C1=C(C=C2C(=C(C=NC2=C1)[N+](=O)[O-])N[C@H](C)C1=NC=CC=C1)OC)C (7-(3,5-dimethylisoxazol-4-yl)-6-methoxy-3-nitro-N—((R)-1-(pyridin-2-yl)ethyl)quinolin-4-amine), CC1=NOC(=C1C1=C(C=C2C(=C(C=NC2=C1)[N+](=O)[O-])N[C@H](C)C1=NC=CC=C1)OC)C (7-(3,5-dimethylisoxazol-4-yl)-6-methoxy-3-nitro-N—((R)-1-(pyridin-2-yl)ethyl)quinolin-4-amine), [Sn](Cl)Cl (tin(II) chloride). Run in CCO (EtOH). Conditions: temperature 40 celsius, time 2.5 hour. The product is CC1=NOC(=C1C1=C(C=C2C(=C(C=NC2=C1)N)N[C@H](C)C1=NC=CC=C1)OC)C (7-(3,5-dimethylisoxazol-4-yl)-6-methoxy-N4—((R)-1-(pyridin-2-yl)ethyl)quinoline-3,4-diamine). The yield is 55.5%. RXN SMILES: [CH3:1][C:2]1[C:6]([C:7]2[CH:16]=[C:15]3[C:10]([C:11]([NH:20][C@@H:21]([C:23]4[CH:28]=[CH:27][CH:26]=[CH:25][N:24]=4)[CH3:22])=[C:12]([N+:17]([O-])=O)[CH:13]=[N:14]3)=[CH:9][C:8]=2[O:29][CH3:30])=[C:5]([CH3:31])[O:4][N:3]=1.[Sn](Cl)Cl.[OH-].[Na+].O>CCO>[CH3:1][C:2]1[C:6]([C:7]2[CH:16]=[C:15]3[C:10]([C:11]([NH:20][C@@H:21]([C:23]4[CH:28]=[CH:27][CH:26]=[CH:25][N:24]=4)[CH3:22])=[C:12]([NH2:17])[CH:13]=[N:14]3)=[CH:9][C:8]=2[O:29][CH3:30])=[C:5]([CH3:31])[O:4][N:3]=1 |f:2.3|. Reported procedure: To a suspension of 7-(3,5-dimethylisoxazol-4-yl)-6-methoxy-3-nitro-N—((R)-1-(pyridin-2-yl)ethyl)quinolin-4-amine (Intermediate 24) (1.05 g, 2.503 mmol) in EtOH (20 mL) was added tin(II) chloride (1.66 g, 8.76 mmol) and the mixture stirred at 40° C. for 2.5 h. The reaction mixture was basified to pH 12 using 2M aq. sodium hydroxide solution. Water (30 mL) was added and the aqueous suspension extracted with DCM (3×30 mL). The organic layers were combined, dried by passing through a hydrophobic fri... Reactants: COC1=CC2=C(CC(NC=C2)=O)C=C1OC (7,8-dimethoxy-1,3-dihydro-2H-3-benzazepin-2-one), CC(C)([O-])C.[K+] (potassium tert.but-oxide), N1=CC(=CC=C1)CCl (3picolylchloride). Solvent: CS(=O)C (dimethyl-sulphoxide), CS(=O)C (dimethylsulphoxide). Conditions: time 60 minute. The product is N1=CC(=CC=C1)CN1C=CC2=C(CC1=O)C=C(C(=C2)OC)OC (3-[(Pyridin-3-yl)-methyl]-7,8-dimethoxyl-1,3-dihydro-2H-3-benzazepin-2-one). RXN SMILES: [CH3:1][O:2][C:3]1[C:14]([O:15][CH3:16])=[CH:13][C:6]2[CH2:7][C:8](=[O:12])[NH:9][CH:10]=[CH:11][C:5]=2[CH:4]=1.CC(C)([O-])C.[K+].[N:23]1[CH:28]=[CH:27][CH:26]=[C:25]([CH2:29]Cl)[CH:24]=1>CS(C)=O>[N:23]1[CH:28]=[CH:27][CH:26]=[C:25]([CH2:29][N:9]2[C:8](=[O:12])[CH2:7][C:6]3[CH:13]=[C:14]([O:15][CH3:16])[C:3]([O:2][CH3:1])=[CH:4][C:5]=3[CH:11]=[CH:10]2)[CH:24]=1 |f:1.2|. Procedure details: 2.2 g (0.01 mol) of 7,8-dimethoxy-1,3-dihydro-2H-3-benzazepin-2-one are suspended in 10 ml of dimethyl-sulphoxide and 1.12 g (0.01 mol) of potassium tert.but-oxide are added with stirring. After 60 minutes, 1.3 g (0.01 mol) of 3picolylchloride dissolved in 10 ml of dimethylsulphoxide are added dropwize to the resulting solution with stirring. After 1 hour it is poured onto ice water. The aqueous phase is extracted twice with ethyl acetate. The combined organic phases are washed with water, dried...